From a dataset of the Open Reaction Database (ORD), a public repository of structured organic reaction records. describe an organic reaction: reactants, conditions, products, and yield Reactants: Cc1cccc(NC2(C(N)=O)CCN(Cc3ccccc3)CC2)c1, CCO, Cl. RXN SMILES: [CH2:1]([c:2]1[cH:3][cH:4][cH:5][cH:6][cH:7]1)[N:8]1[CH2:9][CH2:10][C:11]([C:12](=[O:13])[NH2:14])([NH:17][c:18]2[cH:19][c:20]([CH3:24])[cH:21][cH:22][cH:23]2)[CH2:15][CH2:16]1.[CH3:26][CH2:27][OH:28].[ClH:25]>>[ClH:25].[NH:8]1[CH2:9][CH2:10][C:11]([C:12](=[O:13])[NH2:14])([NH:17][c:18]2[cH:19][c:20]([CH3:24])[cH:21][cH:22][cH:23]2)[CH2:15][CH2:16]1. Product: Cl, Cc1cccc(NC2(C(N)=O)CCNCC2)c1. Reactants: CCCCOCCCC, [Cu], Ic1ccccc1, [K+], [K+], CN1CCN(S(=O)(=O)c2ccc(CCC(=O)c3ccccc3N)cc2)CC1, O=C([O-])[O-]. Product: CN1CCN(S(=O)(=O)c2ccc(CCC(=O)c3ccccc3Nc3ccccc3)cc2)CC1. As a reaction SMILES: [CH2:41]([O:42][CH2:43][CH2:44][CH2:45][CH3:46])[CH2:47][CH2:48][CH3:49].[Cu:50].[I:34][c:35]1[cH:36][cH:37][cH:38][cH:39][cH:40]1.[K+:28].[K+:29].[NH2:1][c:2]1[c:3]([C:8]([CH2:9][CH2:10][c:11]2[cH:12][cH:13][c:14]([S:17](=[O:18])(=[O:19])[N:20]3[CH2:21][CH2:22][N:23]([CH3:26])[CH2:24][CH2:25]3)[cH:15][cH:16]2)=[O:27])[cH:4][cH:5][cH:6][cH:7]1.[O-:30][C:31]([O-:32])=[O:33]>>[NH:1]([c:2]1[c:3]([C:8]([CH2:9][CH2:10][c:11]2[cH:12][cH:13][c:14]([S:17](=[O:18])(=[O:19])[N:20]3[CH2:21][CH2:22][N:23]([CH3:26])[CH2:24][CH2:25]3)[cH:15][cH:16]2)=[O:27])[cH:4][cH:5][cH:6][cH:7]1)[c:35]1[cH:36][cH:37][cH:38][cH:39][cH:40]1.